The task is: describe an organic reaction: reactants, conditions, products, and yield. This data is from the Open Reaction Database (ORD), a public repository of structured organic reaction records. The reactants are CS(=O)(=O)O[C@H]1[C@@H](CC[C@H](C2=NC=CC=C21)O[Si](C(C)C)(C(C)C)C(C)C)C2=C(C(=CC=C2)F)F ((5S,6S,9R)-6-(2,3-difluorophenyl)-9-(triisopropylsilyloxy)-6,7,8,9-tetrahydro-5H-cyclohepta[b]pyridin-5-yl methanesulfonate), [Li+].[B-](CC)(CC)CC (Superhydride), CCOC(=O)C.CCCCCC (EtOAc hexane). The solvent is C1CCOC1 (THF), C1CCOC1 (THF). Conditions: time 4 hour. Yields the product FC1=C(C=CC=C1F)[C@H]1CC=2C(=NC=CC2)[C@@H](CC1)O[Si](C(C)C)(C(C)C)C(C)C ((6R,9R)-6-(2,3-Difluorophenyl)-9-(triisopropylsilyloxy)-6,7,8,9-tetrahydro-5H-cyclohepta[b]pyridine). RXN SMILES: CS(O[C@@H:6]1[C:16]2[C:11](=[N:12][CH:13]=[CH:14][CH:15]=2)[C@H:10]([O:17][Si:18]([CH:25]([CH3:27])[CH3:26])([CH:22]([CH3:24])[CH3:23])[CH:19]([CH3:21])[CH3:20])[CH2:9][CH2:8][C@H:7]1[C:28]1[CH:33]=[CH:32][CH:31]=[C:30]([F:34])[C:29]=1[F:35])(=O)=O.[Li+].[B-](CC)(CC)CC.CCOC(C)=O.CCCCCC>C1COCC1>[F:35][C:29]1[C:30]([F:34])=[CH:31][CH:32]=[CH:33][C:28]=1[C@@H:7]1[CH2:8][CH2:9][C@@H:10]([O:17][Si:18]([CH:22]([CH3:24])[CH3:23])([CH:25]([CH3:27])[CH3:26])[CH:19]([CH3:20])[CH3:21])[C:11]2=[N:12][CH:13]=[CH:14][CH:15]=[C:16]2[CH2:6]1 |f:1.2,3.4,^1:36|. Reported procedure: In a 21 flask was (5S,6S,9R)-6-(2,3-difluorophenyl)-9-(triisopropylsilyloxy)-6,7,8,9-tetrahydro-5H-cyclohepta[b]pyridin-5-yl methanesulfonate (55.2 g, 105 mmol) (azeotroped with dry benzene) in THF (300 mL) to give a tan solution. Superhydride (525 mL, 525 mmol) (1.0M in THF) was added dropwise via dropping funnel under nitrogen, and the mixture was stirred at rt for 4 h. THF was stripped off and the tan oil was partitioned between water (300 ml) and EtOAc (400 ml). The layers were separated and... Reactants: C(C)(C)(C)OC(=O)N1CCC(CC1)N1N=CC(=C1)C=1C=NC(=C(C1)N1CC2=CC=CC(=C2CC1)F)N (4-{4-[6-Amino-5-(5-fluoro-3,4-dihydro-1H-isoquinolin-2-yl)-pyridin-3-yl]-pyrazol-1-yl}-piperidine-1-carboxylic acid tert-butyl ester), Cl (HCl). Solvent: CO (MeOH), CCOCC (Et2O). Reaction conditions: time 8 hour. The product is FC1=C2CCN(CC2=CC=C1)C=1C(=NC=C(C1)C=1C=NN(C1)C1CCNCC1)N (3-(5-Fluoro-3,4-dihydro-1H-isoquinolin-2-yl)-5-(1-piperidin-4-yl-1H-pyrazol-4-yl)-pyridin-2-ylamine). As a reaction SMILES: C(OC([N:8]1[CH2:13][CH2:12][CH:11]([N:14]2[CH:18]=[C:17]([C:19]3[CH:20]=[N:21][C:22]([NH2:36])=[C:23]([N:25]4[CH2:34][CH2:33][C:32]5[C:27](=[CH:28][CH:29]=[CH:30][C:31]=5[F:35])[CH2:26]4)[CH:24]=3)[CH:16]=[N:15]2)[CH2:10][CH2:9]1)=O)(C)(C)C.Cl>CO.CCOCC>[F:35][C:31]1[CH:30]=[CH:29][CH:28]=[C:27]2[C:32]=1[CH2:33][CH2:34][N:25]([C:23]1[C:22]([NH2:36])=[N:21][CH:20]=[C:19]([C:17]3[CH:16]=[N:15][N:14]([CH:11]4[CH2:10][CH2:9][NH:8][CH2:13][CH2:12]4)[CH:18]=3)[CH:24]=1)[CH2:26]2. Procedure details: 4-{4-[6-Amino-5-(5-fluoro-3,4-dihydro-1H-isoquinolin-2-yl)-pyridin-3-yl]-pyrazol-1-yl}-piperidine-1-carboxylic acid tert-butyl ester (34 mg) was dissolved in MeOH (20 mL), 1.0 M of HCl in Et2O (20 mL) was added, and the mixture was stirred at rt overnight. The solvent was removed in vacuo to give a brown oil. It was purified by Gilson HPLC eluting with H2O/CH3CN/0.1% formic acid mixtures to give the title compound contaminated with the corresponding formamide. This material was dissolved in MeOH... Starting materials: 7116f, CS(=O)(=O)F (CH3SO2F), N(CC)CC ((C2H5)2NH). Product: CS(=O)(=O)N(CC)CC (CH3SO2N(C2H5)2). The yield is 96.5%. As a reaction SMILES: [CH3:1][S:2](F)(=[O:4])=[O:3].[NH:6]([CH2:9][CH3:10])[CH2:7][CH3:8]>>[CH3:1][S:2]([N:6]([CH2:9][CH3:10])[CH2:7][CH3:8])(=[O:4])=[O:3]. Procedure details: Chem. Abstracts 56:7116f, abstracting Sokolsku et al., Izvest. Akad Nauk S.S.S.R., Otdel Khem Nauk 1606 (1968), describes the reaction of CH3SO2F with (C2H5)2NH after one day to give 96.5% CH3SO2N(C2H5)2. The reactants are COC(C1=CC(=CC(=C1)N1C(CCC1)=O)NC(=O)OCC1=CC=CC=C1)=O (3-benzyloxycarbonylamino-5-(2-oxo-pyrrolidin-1-yl)-benzoic acid methyl ester), C(C=C)Br (allyl bromide), C([O-])([O-])=O.[K+].[K+] (potassium carbonate). Run in CN(C)C=O (DMF), O (water). Reaction conditions: temperature 50 celsius, time 4 hour. The product is COC(C1=CC(=CC(=C1)N1C(CCC1)=O)N(C(=O)OCC1=CC=CC=C1)CC=C)=O (3-(Allyl-benzyloxycarbonyl-amino)-5-(2-oxo-pyrrolidin-1-yl)-benzoic acid methyl ester). As a reaction SMILES: [CH3:1][O:2][C:3](=[O:27])[C:4]1[CH:9]=[C:8]([N:10]2[CH2:14][CH2:13][CH2:12][C:11]2=[O:15])[CH:7]=[C:6]([NH:16][C:17]([O:19][CH2:20][C:21]2[CH:26]=[CH:25][CH:24]=[CH:23][CH:22]=2)=[O:18])[CH:5]=1.[CH2:28](Br)[CH:29]=[CH2:30].C(=O)([O-])[O-].[K+].[K+]>CN(C=O)C.O>[CH3:1][O:2][C:3](=[O:27])[C:4]1[CH:9]=[C:8]([N:10]2[CH2:14][CH2:13][CH2:12][C:11]2=[O:15])[CH:7]=[C:6]([N:16]([CH2:30][CH:29]=[CH2:28])[C:17]([O:19][CH2:20][C:21]2[CH:26]=[CH:25][CH:24]=[CH:23][CH:22]=2)=[O:18])[CH:5]=1 |f:2.3.4|. Procedure: A suspension of 3.69 g (8.1 mmol) 3-benzyloxycarbonylamino-5-(2-oxo-pyrrolidin-1-yl)-benzoic acid methyl ester, 1.37 ml (16.2 mmol) allyl bromide, 2.24 g (16.2 mmol) potassium carbonate in 8 ml DMF is stirred at 50° C. for 4 h. The mixture is diluted with water and extracted with EtOAc. The organic phase is washed with water and dried over sodium sulfate. The product is purified by chromatography on silica gel (EtOAc/hexanes 1:4, 1:2, 1:1, 2:1). The title compound is isolated as a yellow resin.